From a dataset of the Open Reaction Database (ORD), a public repository of structured organic reaction records. describe an organic reaction: reactants, conditions, products, and yield Yields the product C1(CC1)COC1=C(C=CC(=N1)C(=O)N1CC(OCC1)(C)C)N1CC(C1)(F)F ([6-Cyclopropylmethoxy-5-(3,3-difluoro-azetidin-1-yl)-pyridin-2-yl]-(2,2-dimethyl-morpholin-4-yl)-methanone). As a reaction SMILES: [CH:1]1([CH2:4][O:5][C:6]2[N:11]=[C:10]([C:12]([OH:14])=O)[CH:9]=[CH:8][C:7]=2[N:15]2[CH2:18][C:17]([F:20])([F:19])[CH2:16]2)[CH2:3][CH2:2]1.[CH3:21][C:22]1([CH3:28])[O:27][CH2:26][CH2:25][NH:24][CH2:23]1>>[CH:1]1([CH2:4][O:5][C:6]2[N:11]=[C:10]([C:12]([N:24]3[CH2:25][CH2:26][O:27][C:22]([CH3:28])([CH3:21])[CH2:23]3)=[O:14])[CH:9]=[CH:8][C:7]=2[N:15]2[CH2:18][C:17]([F:20])([F:19])[CH2:16]2)[CH2:2][CH2:3]1. Starting materials: C1(CC1)COC1=C(C=CC(=N1)C(=O)O)N1CC(C1)(F)F (6-(cyclopropylmethoxy)-5-(3,3-difluoroazetidin-1-yl)picolinic acid), CC1(CNCCO1)C (2,2-dimethylmorpholine). Reported procedure: The title compound was synthesized in analogy to Example 47b), using 6-(cyclopropylmethoxy)-5-(3,3-difluoroazetidin-1-yl)picolinic acid (Example 1 b) and 2,2-dimethylmorpholine (CAS 147688-58-2) as starting materials and isolated as colorless oil. MS (EI): m/e=382.5 [MH+]. Starting materials: FC1=C(C=O)C=C(C=C1)OC (2-fluoro-5-methoxybenzaldehyde), FC1=C(C=C(C=C1)OC)/C=C/C#N ((trans)-3-(2-Fluoro-5-methoxyphenyl)-2-propenenitrile), [H-].[Na+] (NaH), C(#N)CP(OCC)(OCC)=O (diethyl cyanomethylphosphonate). Solvent: C1CCOC1 (THF), O (H2O), C1CCOC1 (THF). Conditions: time 18 hour. Yields the product FC1=C(C=C(C=C1)OC)[C@H]1[C@@H](C1)CNC(C(C)C)=O ((trans)-N-[[2-(2-Fluoro-5-methoxyphenyl)cyclopropyl]methyl]-2-methylpropanamide). Reaction SMILES: [F:1][C:2]1[CH:7]=[CH:6][C:5]([O:8][CH3:9])=[CH:4][C:3]=1/[CH:10]=[CH:11]/[C:12]#[N:13].[H-].[Na+].[C:16](CP(=O)(OCC)OCC)#N.F[C:28]1C=CC(OC)=[CH:32][C:29]=1[CH:30]=[O:31]>C1COCC1.O>[F:1][C:2]1[CH:7]=[CH:6][C:5]([O:8][CH3:9])=[CH:4][C:3]=1[C@@H:10]1[CH2:16][C@H:11]1[CH2:12][NH:13][C:30](=[O:31])[CH:29]([CH3:32])[CH3:28] |f:1.2|. Procedure: (trans)-3-(2-Fluoro-5-methoxyphenyl)-2-propenenitrile: To a suspension of NaH (6.90 g, 60% dispersion in mineral oil, 173 mmol) in THF (500 mL) at 0° C. was added diethyl cyanomethylphosphonate (30.10 g, 170 mmol) dropwise. This was followed by the dropwise addition of a solution of 2-fluoro-5-methoxybenzaldehyde (24.5 g, 159 mmol) in THF (50 mL). The resulting suspension was allowed to warm to ambient temperature. After 18 h, H2O (200 mL) was added and the solution was extracted with EtOAc. The... The reactants are SC=1NC=2C(=NC=CC2)N1 (2-Mercaptoimidazo[4,5-b]pyridine), Cl.C(C(C)C)N(C)C1=C(CCl)C=CC=C1 (2-(N-isobutyl-N-methylamino)benzyl chloride hydrochloride), [OH-].[Na+] (sodium hydroxide). Solvent: C(C)O (ethanol). The product is C(C(C)C)N(C)C1=C(CSC=2NC=3C(=NC=CC3)N2)C=CC=C1 (2-[2-(N-isobutyl-N-methylamino)benzylthio]imidazo[4,5-b]pyridine). Reaction SMILES: [SH:1][C:2]1[NH:3][C:4]2[C:5]([N:10]=1)=[N:6][CH:7]=[CH:8][CH:9]=2.Cl.[CH2:12]([N:16]([C:18]1[CH:25]=[CH:24][CH:23]=[CH:22][C:19]=1[CH2:20]Cl)[CH3:17])[CH:13]([CH3:15])[CH3:14].[OH-].[Na+]>C(O)C>[CH2:12]([N:16]([C:18]1[CH:25]=[CH:24][CH:23]=[CH:22][C:19]=1[CH2:20][S:1][C:2]1[NH:3][C:4]2[C:5]([N:10]=1)=[N:6][CH:7]=[CH:8][CH:9]=2)[CH3:17])[CH:13]([CH3:15])[CH3:14] |f:1.2,3.4|. Procedure: 2-Mercaptoimidazo[4,5-b]pyridine and 2-(N-isobutyl-N-methylamino)benzyl chloride hydrochloride were reacted in an aqueous ethanol solution in the presence of sodium hydroxide to obtain 2-[2-(N-isobutyl-N-methylamino)benzylthio]imidazo[4,5-b]pyridine in the same manner as in Example 1-(2). The obtained 2-[2-(N-isobutyl-N-methylamino)benzylthio]imidazo[4,5-b]pyridine was oxidized by m-chloroperbenzoic acid in chloroform in the same manner as in Example 9-(3) to give 2-[2-(N-isobutyl-N-methylamino)... The reactants are C=C(C)c1cc(C(=O)OC)c(OCc2ccccc2)cc1OCc1ccccc1, CO, [K+], [OH-], O. Yields the product C=C(C)c1cc(C(=O)O)c(OCc2ccccc2)cc1OCc1ccccc1. RXN SMILES: [CH2:3]([c:4]1[cH:5][cH:6][cH:7][cH:8][cH:9]1)[O:10][c:11]1[c:12]([C:13](=[O:14])[O:15][CH3:16])[cH:17][c:18]([C:29](=[CH2:30])[CH3:31])[c:19]([O:21][CH2:22][c:23]2[cH:24][cH:25][cH:26][cH:27][cH:28]2)[cH:20]1.[CH3:32][OH:33].[K+:2].[OH-:1].[OH2:34]>>[CH2:3]([c:4]1[cH:5][cH:6][cH:7][cH:8][cH:9]1)[O:10][c:11]1[c:12]([C:13](=[O:14])[OH:15])[cH:17][c:18]([C:29](=[CH2:30])[CH3:31])[c:19]([O:21][CH2:22][c:23]2[cH:24][cH:25][cH:26][cH:27][cH:28]2)[cH:20]1. The reactants are C1(CCCCC1)N=C=NC1CCCCC1 (dicyclohexylcarbodiimide), CN1CCOCC1 (N-methylmorpholine), ON1N=NC2=C1C=CC=C2 (1-hydroxybenzotriazole), ice, Cl.C(C1=CC=CC=C1)OC([C@H]1NCCC1)=O (L-proline benzylester hydrochloride), Cl.C(C)OC(=O)[C@H](CCC1=CC=CC=C1)N[C@@H](C)C(=O)O (N-(1-(s)-Ethoxycarbonyl-3-Phenylpropyl)-L-Alanine Hydrochloride). The solvent is C(Cl)Cl (methylenedichloride), CN(C)C=O.C(Cl)Cl (DMF CH2Cl2). Reaction conditions: time 15 minute. Yields the product C(C1=CC=CC=C1)OC([C@H]1N(CCC1)C([C@@H](N[C@@H](CCC1=CC=CC=C1)C(=O)OCC)C)=O)=O (N-(1-(s)-Ethoxycarbonyl-3-Phenylpropyl)-L-Alanyl-Proline-Benzylester). The yield is 125.2%. Reaction SMILES: Cl.[CH2:2]([O:9][C:10](=[O:16])[C@@H:11]1[CH2:15][CH2:14][CH2:13][NH:12]1)[C:3]1[CH:8]=[CH:7][CH:6]=[CH:5][CH:4]=1.Cl.[CH2:18]([O:20][C:21]([C@@H:23]([NH:32][C@H:33]([C:35](O)=[O:36])[CH3:34])[CH2:24][CH2:25][C:26]1[CH:31]=[CH:30][CH:29]=[CH:28][CH:27]=1)=[O:22])[CH3:19].CN1CCOCC1.ON1C2C=CC=CC=2N=N1.C1(N=C=NC2CCCCC2)CCCCC1>CN(C=O)C.C(Cl)Cl.C(Cl)Cl>[CH2:2]([O:9][C:10](=[O:16])[C@@H:11]1[CH2:15][CH2:14][CH2:13][N:12]1[C:35](=[O:36])[C@H:33]([CH3:34])[NH:32][C@H:23]([C:21]([O:20][CH2:18][CH3:19])=[O:22])[CH2:24][CH2:25][C:26]1[CH:27]=[CH:28][CH:29]=[CH:30][CH:31]=1)[C:3]1[CH:4]=[CH:5][CH:6]=[CH:7][CH:8]=1 |f:0.1,2.3,7.8|. Procedure: To an ice-cooled solution of L-proline benzylester hydrochloride (0.58 g) and crude N-(1-(s)-Ethoxycarbonyl-3-Phenylpropyl)-L-Alanine Hydrochloride (0.73 g) in DMF/CH2Cl2 (1:1, 20 ml) is added N-methylmorpholine (0.53 g), followed by 1-hydroxybenzotriazole (0.38 g). After 15 min of stirring, a cold solution of dicyclohexylcarbodiimide (0.65 g) in dry methylenedichloride (6 ml) is added and the mixture stirred at 0°-5° C. for 1 hour, then allowed to cool at room temperature overnight. The mixture... Starting materials: CO (MeOH), B(Cl)(Cl)Cl (BCl3), ClC=1N=NC(=CC1)C1=C(C=C(C=C1)N1N=CC=C1)OC (3-chloro-6-(2-methoxy-4-(1H-pyrazol-1-yl)phenyl)pyridazine), ClC=1N=NC(=CC1)C1=C(C=C(C=C1)N1N=CC=C1)OC (3-chloro-6-(2-methoxy-4-(1H-pyrazol-1-yl)phenyl)pyridazine). The solvent is C(Cl)Cl (DCM). Reaction conditions: time 5 hour. Yields the product ClC1=CC=C(N=N1)C1=C(C=C(C=C1)N1N=CC=C1)O (2-(6-chloropyridazin-3-yl)-5-(1H-pyrazol-1-yl)phenol), 2-2. Isolated yield 86.0%. Reaction SMILES: B(Cl)(Cl)Cl.[Cl:5][C:6]1[N:7]=[N:8][C:9]([C:12]2[CH:17]=[CH:16][C:15]([N:18]3[CH:22]=[CH:21][CH:20]=[N:19]3)=[CH:14][C:13]=2[O:23]C)=[CH:10][CH:11]=1.CO>C(Cl)Cl>[Cl:5][C:6]1[N:7]=[N:8][C:9]([C:12]2[CH:17]=[CH:16][C:15]([N:18]3[CH:22]=[CH:21][CH:20]=[N:19]3)=[CH:14][C:13]=2[OH:23])=[CH:10][CH:11]=1. Procedure details: BCl3 (1 M in DCM, 91 mL, 91 mmol) was added to a solution of 3-chloro-6-(2-methoxy-4-(1H-pyrazol-1-yl)phenyl)pyridazine (Intermediate 2-1, 8.6 g, 30 mmol) in DCM (150 mL) at 0° C. and the reaction was stirred for 5 h at RT. MeOH (50 mL) was added to the reaction at 0° C., then the reaction was warmed to RT and the solvent was evaporated under reduced pressure. The crude material was treated with hot CH3CN then cooled to 5° C. The mixture was filtered and 2-(6-chloropyridazin-3-yl)-5-(1H-pyrazol-... Starting materials: COCCOC, CCN(C(C)C)C(C)C, CCCC(C(=O)OC)c1c(C)nc2nc(C(C)C)nn2c1Cl, Cl, O, Cc1ccc(B(O)O)cc1. Yields the product CCCC(C(=O)OC)c1c(C)nc2nc(C(C)C)nn2c1-c1ccc(C)cc1. As a reaction SMILES: [CH3:44][O:45][CH2:46][CH2:47][O:48][CH3:49].[CH:33]([N:34]([CH:35]([CH3:36])[CH3:37])[CH2:38][CH3:39])([CH3:40])[CH3:41].[Cl:1][c:2]1[c:3]([CH:15]([C:16](=[O:17])[O:18][CH3:19])[CH2:20][CH2:21][CH3:22])[c:4]([CH3:14])[n:5][c:6]2[n:7]1[n:8][c:9]([CH:11]([CH3:12])[CH3:13])[n:10]2.[ClH:42].[OH2:43].[c:23]1([CH3:32])[cH:24][cH:25][c:26]([B:29]([OH:30])[OH:31])[cH:27][cH:28]1>>[c:2]1(-[c:26]2[cH:25][cH:24][c:23]([CH3:32])[cH:28][cH:27]2)[c:3]([CH:15]([C:16](=[O:17])[O:18][CH3:19])[CH2:20][CH2:21][CH3:22])[c:4]([CH3:14])[n:5][c:6]2[n:7]1[n:8][c:9]([CH:11]([CH3:12])[CH3:13])[n:10]2.